Dataset: the Open Reaction Database (ORD), a public repository of structured organic reaction records. Task: describe an organic reaction: reactants, conditions, products, and yield Starting materials: CC#N, COC(=O)CCc1oc(=O)[nH]c1-c1cccc(Cl)c1, O, O=P(Cl)(Cl)Cl, c1ccncc1. The product is COC(=O)CCc1oc(Cl)nc1-c1cccc(Cl)c1. As a reaction SMILES: [CH3:31][C:32]#[N:33].[Cl:1][c:2]1[cH:3][c:4](-[c:8]2[nH:9][c:10](=[O:19])[o:11][c:12]2[CH2:13][CH2:14][C:15](=[O:16])[O:17][CH3:18])[cH:5][cH:6][cH:7]1.[OH2:34].[P:20]([Cl:21])([Cl:22])([Cl:23])=[O:24].[cH:25]1[cH:26][cH:27][n:28][cH:29][cH:30]1>>[Cl:1][c:2]1[cH:3][c:4](-[c:8]2[n:9][c:10]([Cl:22])[o:11][c:12]2[CH2:13][CH2:14][C:15](=[O:16])[O:17][CH3:18])[cH:5][cH:6][cH:7]1. Reactants: C(C)(C)(C)OC(=O)N[C@@H](CC(C)C)C(=O)O (N-(tert-butoxycarbonyl)-L-leucine), FC(C=1C=C(C=CC1)S(=O)(=O)N1C[C@@H]2[C@H](C1)[C@H](CC2)N)(F)F ((3aR,4S,6aS)-2-(3-(trifluoromethyl)phenylsulfonyl)octahydrocyclopenta[c]pyrrol-4-amine), C(C1=CC=CC=C1)N1C[C@@H]2[C@H](C1)[C@H](CC2)N ((3aR,4S,6aS)-2-benzyloctahydrocyclopenta[c]pyrrol-4-amine). Yields the product C(C(C)(C)C)N[C@@H](CC(C)C)C(=O)N[C@H]1CC[C@@H]2CN(C[C@@H]21)S(=O)(=O)C2=CC(=CC=C2)C(F)(F)F (N2-neopentyl-N1-((3aR,4S,6aS)-2-{[3-(trifluoromethyl)phenyl]sulfonyl}octahydrocyclopenta[c]pyrrol-4-yl)-L-leucinamide). RXN SMILES: C(O[C:6]([NH:8][C@H:9]([C:14]([OH:16])=O)[CH2:10][CH:11]([CH3:13])[CH3:12])=O)(C)(C)C.[F:17][C:18]([F:38])([F:37])[C:19]1[CH:20]=[C:21]([S:25]([N:28]2[CH2:32][C@@H:31]3[C@@H:33]([NH2:36])[CH2:34][CH2:35][C@@H:30]3[CH2:29]2)(=[O:27])=[O:26])[CH:22]=[CH:23][CH:24]=1.[CH2:39](N1C[C@@H]2[C@@H](N)CC[C@@H]2C1)[C:40]1[CH:45]=CC=C[CH:41]=1>>[CH2:6]([NH:8][C@H:9]([C:14]([NH:36][C@@H:33]1[C@@H:31]2[C@@H:30]([CH2:29][N:28]([S:25]([C:21]3[CH:22]=[CH:23][CH:24]=[C:19]([C:18]([F:17])([F:37])[F:38])[CH:20]=3)(=[O:26])=[O:27])[CH2:32]2)[CH2:35][CH2:34]1)=[O:16])[CH2:10][CH:11]([CH3:12])[CH3:13])[C:40]([CH3:45])([CH3:41])[CH3:39]. Procedure details: The title compound was prepared by substituting (S)-4-methyl-2-(neopentylamino)pentanoic acid from Step A of Example 244 for N-(tert-butoxycarbonyl)-L-leucine and (3aR,4S,6aS)-2-(3-(trifluoromethyl)phenylsulfonyl)octahydrocyclopenta[c]pyrrol-4-amine from Step D for (3aR,4S,6aS)-2-benzyloctahydrocyclopenta[c]pyrrol-4-amine in the procedure described in Example 221: 1H NMR (400 MHz, pyridine-d5) δ ppm 8.38 (s, 1H), 8.19-8.22 (m, 2H), 7.90-7.93 (m, 1H), 7.72 (t, J=7.8 Hz, 1H), 4.21-4.29 (m, 1H), 3.... Reactants: OC=1C=C(C(=O)OC)C=C(C1)B1OC(C(O1)(C)C)(C)C (Methyl 3-hydroxy-5-(4,4,5,5-tetramethyl-1,3,2-dioxaborolan-2-yl)benzoate), C([O-])([O-])=O.[Na+].[Na+] (sodium carbonate), ClC1=C(C=CC(=N1)NC(=O)C1(CC1)C1=CC2=C(OC(O2)(F)F)C=C1)C (N-(6-Chloro-5-methylpyridin-2-yl)-1-(2,2-difluorobenzo[d][1,3]dioxol-5-yl)cyclopropanecarboxamide). Reagents/catalysts: C=1C=CC(=CC1)[P](C=2C=CC=CC2)(C=3C=CC=CC3)[Pd]([P](C=4C=CC=CC4)(C=5C=CC=CC5)C=6C=CC=CC6)([P](C=7C=CC=CC7)(C=8C=CC=CC8)C=9C=CC=CC9)[P](C=1C=CC=CC1)(C=1C=CC=CC1)C=1C=CC=CC1 ((Ph3P)4Pd). Solvent: COCCOC (1,2-dimethoxyethane). Run at temperature 120 celsius. Yields the product FC1(OC2=C(O1)C=CC(=C2)C2(CC2)C(=O)NC2=CC=C(C(=N2)C=2C=C(C(=O)OC)C=C(C2)O)C)F (methyl 3-(6-(1-(2,2-difluorobenzo[d][1,3]dioxol-5-yl)cyclo-propanecarboxamido)-3-methylpyridin-2-yl)-5-hydroxybenzoate). Isolated yield 97.9%. As a reaction SMILES: Cl[C:2]1[N:7]=[C:6]([NH:8][C:9]([C:11]2([C:14]3[CH:24]=[CH:23][C:17]4[O:18][C:19]([F:22])([F:21])[O:20][C:16]=4[CH:15]=3)[CH2:13][CH2:12]2)=[O:10])[CH:5]=[CH:4][C:3]=1[CH3:25].[OH:26][C:27]1[CH:28]=[C:29]([CH:34]=[C:35](B2OC(C)(C)C(C)(C)O2)[CH:36]=1)[C:30]([O:32][CH3:33])=[O:31].C(=O)([O-])[O-].[Na+].[Na+]>COCCOC.C1C=CC([P]([Pd]([P](C2C=CC=CC=2)(C2C=CC=CC=2)C2C=CC=CC=2)([P](C2C=CC=CC=2)(C2C=CC=CC=2)C2C=CC=CC=2)[P](C2C=CC=CC=2)(C2C=CC=CC=2)C2C=CC=CC=2)(C2C=CC=CC=2)C2C=CC=CC=2)=CC=1>[F:21][C:19]1([F:22])[O:18][C:17]2[CH:23]=[CH:24][C:14]([C:11]3([C:9]([NH:8][C:6]4[N:7]=[C:2]([C:35]5[CH:34]=[C:29]([CH:28]=[C:27]([OH:26])[CH:36]=5)[C:30]([O:32][CH3:33])=[O:31])[C:3]([CH3:25])=[CH:4][CH:5]=4)=[O:10])[CH2:13][CH2:12]3)=[CH:15][C:16]=2[O:20]1 |f:2.3.4,^1:61,63,82,101|. Reported procedure: N-(6-Chloro-5-methylpyridin-2-yl)-1-(2,2-difluorobenzo[d][1,3]dioxol-5-yl)cyclopropanecarboxamide (130 mg, 0.36 mmol) was dissolved in 1,2-dimethoxyethane (3.6 mL) in a reaction tube. Methyl 3-hydroxy-5-(4,4,5,5-tetramethyl-1,3,2-dioxaborolan-2-yl)benzoate (150 mg, 0.55 mmol), aqueous 2 M sodium carbonate (0.37 mL), and (Ph3P)4Pd (21 mg, 0.018 mmol) were added and the reaction mixture was heated at 120° C. for 30 minutes in the microwave. The resulting material was cooled to room temperature, fi... The reactants are CO, COCOc1ccc(C2(C)COc3cc(OCOC)ccc3C2CCCCCCCCCN=[N+]=[N-])cc1. Yields the product COCOc1ccc(C2(C)COc3cc(OCOC)ccc3C2CCCCCCCCCN)cc1. RXN SMILES: [CH3:38][OH:39].[N:1](=[N+:2]=[N-:3])[CH2:4][CH2:5][CH2:6][CH2:7][CH2:8][CH2:9][CH2:10][CH2:11][CH2:12][CH:13]1[C:14]([CH3:27])([c:28]2[cH:29][cH:30][c:31]([O:34][CH2:35][O:36][CH3:37])[cH:32][cH:33]2)[CH2:15][O:16][c:17]2[cH:18][c:19]([O:23][CH2:24][O:25][CH3:26])[cH:20][cH:21][c:22]21>>[NH2:1][CH2:4][CH2:5][CH2:6][CH2:7][CH2:8][CH2:9][CH2:10][CH2:11][CH2:12][CH:13]1[C:14]([CH3:27])([c:28]2[cH:29][cH:30][c:31]([O:34][CH2:35][O:36][CH3:37])[cH:32][cH:33]2)[CH2:15][O:16][c:17]2[cH:18][c:19]([O:23][CH2:24][O:25][CH3:26])[cH:20][cH:21][c:22]21. The reactants are BrC=1C=C2CCC(C2=CC1)=O (5-bromoindanone), C(C)(=O)OCC (ethyl acetate), S(O)(O)(=O)=O (sulfuric acid), [N-]=[N+]=[N-].[Na+] (sodium azide). The solvent is C1=CC=CC=C1 (benzene). The product is BrC=1C=C2CCNC(C2=CC1)=O (6-bromo-3,4-dihydro-2H-isoquinolin-1-one). Reaction SMILES: [Br:1][C:2]1[CH:3]=[C:4]2[C:8](=[CH:9][CH:10]=1)[C:7](=[O:11])[CH2:6][CH2:5]2.S(=O)(=O)(O)O.[N-:17]=[N+]=[N-].[Na+].C(OCC)(=O)C>C1C=CC=CC=1>[Br:1][C:2]1[CH:3]=[C:4]2[C:8](=[CH:9][CH:10]=1)[C:7](=[O:11])[NH:17][CH2:6][CH2:5]2 |f:2.3|. Procedure: In benzene (71 ml), 5-bromoindanone (5.47 g) was suspended. The solution was added with concentrated sulfuric acid (14 ml) and the whole was vigorously stirred. Then, the solution was gradually added with sodium azide (2.52 g), followed by stirring at room temperature for 30 minutes. The resultant was added with ethyl acetate, washed with water and a saturated saline solution, and dried with magnesium sulfate. The solvent was distilled off. Reactants: resultant solution, [Cl-].[Al+3].[Cl-].[Cl-] (aluminum chloride), ClCCCC(=O)Cl (4-chlorobutyryl chloride), CON(C(CC1=CC=CC=C1)=O)C (N-methoxy-N-methyl-benzeneacetamide), ice. Solvent: C(Cl)Cl (methylene chloride), C(Cl)Cl (methylene chloride). Product: ClCCCC(=O)C1=CC=C(C=C1)CC(=O)N(C)OC ([4-(4-Chloro-1-oxobutyl)]-N-methoxy-N-methyl benzeneacetamide). RXN SMILES: [Cl-].[Al+3].[Cl-].[Cl-].[Cl:5][CH2:6][CH2:7][CH2:8][C:9](Cl)=[O:10].[CH3:12][O:13][N:14]([CH3:24])[C:15](=[O:23])[CH2:16][C:17]1[CH:22]=[CH:21][CH:20]=[CH:19][CH:18]=1>C(Cl)Cl>[Cl:5][CH2:6][CH2:7][CH2:8][C:9]([C:20]1[CH:19]=[CH:18][C:17]([CH2:16][C:15]([N:14]([O:13][CH3:12])[CH3:24])=[O:23])=[CH:22][CH:21]=1)=[O:10] |f:0.1.2.3|. Reported procedure: Cool a slurry of aluminum chloride (87 g, 650 mmol) in methylene chloride (100 mL) with an ice bath. Add 4-chlorobutyryl chloride (51 g, 360 mL) dropwise over 0.5 hours. Add N-methoxy-N-methyl-benzeneacetamide (53 g; 300 mmol) over 0.5 hours. Allow the resultant solution to warm to room temperature. Then heat at reflux for 6 hours. Cool the solution to room temperature. Pour the solution into ice (1 L) and add methylene chloride (1 L). Separate the organic phase. Extract the aqueous phase with m...